Task: describe an organic reaction: reactants, conditions, products, and yield. Dataset: the Open Reaction Database (ORD), a public repository of structured organic reaction records Starting materials: BrC=1SC=C(N1)CC(=O)OCC (ethyl 2-bromo-4-thiazolylacetate), CNC1=CC=CC=C1 (N-methylaniline), resultant solution. Reaction conditions: time 30 minute. Product: CN(C1=CC=CC=C1)C=1SC=C(N1)CC(=O)OCC (ethyl 2-(N-methylanilino)-4-thiazolylacetate). The yield is 90.5%. As a reaction SMILES: Br[C:2]1[S:3][CH:4]=[C:5]([CH2:7][C:8]([O:10][CH2:11][CH3:12])=[O:9])[N:6]=1.[CH3:13][NH:14][C:15]1[CH:20]=[CH:19][CH:18]=[CH:17][CH:16]=1>>[CH3:13][N:14]([C:2]1[S:3][CH:4]=[C:5]([CH2:7][C:8]([O:10][CH2:11][CH3:12])=[O:9])[N:6]=1)[C:15]1[CH:20]=[CH:19][CH:18]=[CH:17][CH:16]=1. Procedure details: A mixture of ethyl 2-bromo-4-thiazolylacetate (2.5 g) and N-methylaniline (2.1 g) is stirred at 150°-155° C for 30 minutes. The resultant solution is treated in the same manner as in Example 1 to give ethyl 2-(N-methylanilino)-4-thiazolylacetate (2.5 g). Reactants: BrC1=CN=C2N1C=C(N=C2NCC2=CC=C(C=C2)S(=O)(=O)N)Br (4-[(3,6-Dibromo-imidazo[1,2-a]pyrazin-8-ylamino)-methyl]-benzenesulfonamide), CC1(OB(OC1(C)C)C1=CC=C(C=C1)O)C (4-(4,4,5,5-Tetramethyl-[1,3,2]dioxaborolan-2-yl)-phenol), C(=O)([O-])[O-].[Na+].[Na+] (Na2CO3), O(C1=C(C=CC=C1)P(C1=CC=CC=C1)C1=CC=CC=C1)C1=C(C=CC=C1)P(C1=CC=CC=C1)C1=CC=CC=C1 ((Oxidi-2,1-phenylene)bis(diphenylphosphine)). Reagents/catalysts: CC(=O)[O-].CC(=O)[O-].[Pd+2] (Pd(OAc)2). Solvent: CN(C)C=O (DMF), O (water). Conditions: temperature 130 celsius. The product is OC1=CC=C(C=C1)C1=CN=C2N1C=C(N=C2NCC2=CC=C(C=C2)S(=O)(=O)N)C2=CC=C(C=C2)O (4-{[3,6-Bis-(4-hydroxy-phenyl)-imidazo[1,2-a]pyrazin-8-ylamino]-methyl}-benzenesulfonamide). As a reaction SMILES: Br[C:2]1[N:6]2[CH:7]=[C:8](Br)[N:9]=[C:10]([NH:11][CH2:12][C:13]3[CH:18]=[CH:17][C:16]([S:19]([NH2:22])(=[O:21])=[O:20])=[CH:15][CH:14]=3)[C:5]2=[N:4][CH:3]=1.CC1(C)C(C)(C)OB([C:32]2[CH:37]=[CH:36][C:35]([OH:38])=[CH:34][CH:33]=2)O1.C([O-])([O-])=O.[Na+].[Na+].[O:46](C1C=CC=CC=1P(C1C=CC=CC=1)C1C=CC=CC=1)[C:47]1[CH:52]=[CH:51][CH:50]=[CH:49][C:48]=1P(C1C=CC=CC=1)C1C=CC=CC=1>CN(C=O)C.O.CC([O-])=O.CC([O-])=O.[Pd+2]>[OH:46][C:47]1[CH:52]=[CH:51][C:50]([C:2]2[N:6]3[CH:7]=[C:8]([C:32]4[CH:33]=[CH:34][C:35]([OH:38])=[CH:36][CH:37]=4)[N:9]=[C:10]([NH:11][CH2:12][C:13]4[CH:18]=[CH:17][C:16]([S:19]([NH2:22])(=[O:21])=[O:20])=[CH:15][CH:14]=4)[C:5]3=[N:4][CH:3]=2)=[CH:49][CH:48]=1 |f:2.3.4,8.9.10|. Procedure: A microwave tube was charged with 4-[(3,6-Dibromo-imidazo[1,2-a]pyrazin-8-ylamino)-methyl]-benzenesulfonamide (0.17 g, 0.379 mmol), 4-(4,4,5,5-Tetramethyl-[1,3,2]dioxaborolan-2-yl)-phenol (0.175 g, 0.79 mmol), Na2CO3 (0.10 g, 0.95 mmol), Pd(OAc)2 (7 mg, 0.028 mmol), and (Oxidi-2,1-phenylene)bis(diphenylphosphine) (20 mg, 0.0379 mmol), suspended in a mixture of DMF (3 mL) and water (1 ml). The tube was sealed under a nitrogen atmosphere then heated to 130° C. for 20 min. The reaction was filtered... Reactants: COC1=CC=C(C=C1)C1=NN(C2=NC=CC(=C21)C2=CSC=C2)S(=O)(=O)C2=CC=C(C)C=C2 (3-(4-methoxyphenyl)-4-(thiophen-3-yl)-1-tosyl-1H-pyrazolo[3,4-b]pyridine), C([O-])([O-])=O.[K+].[K+] (potassium carbonate). Run in CO (methanol), O (water), C(C)(=O)OCC (ethyl acetate), CCCCCC (hexane). Reaction conditions: temperature 60 celsius. The product is COC1=CC=C(C=C1)C1=NNC2=NC=CC(=C21)C2=CSC=C2 (3-(4-methoxyphenyl)-4-(thiophen-3-yl)-1H-pyrazolo[3,4-b]pyridine). RXN SMILES: [CH3:1][O:2][C:3]1[CH:8]=[CH:7][C:6]([C:9]2[C:17]3[C:12](=[N:13][CH:14]=[CH:15][C:16]=3[C:18]3[CH:22]=[CH:21][S:20][CH:19]=3)[N:11](S(C3C=CC(C)=CC=3)(=O)=O)[N:10]=2)=[CH:5][CH:4]=1.C(=O)([O-])[O-].[K+].[K+]>CO.O.C(OCC)(=O)C.CCCCCC>[CH3:1][O:2][C:3]1[CH:4]=[CH:5][C:6]([C:9]2[C:17]3[C:12](=[N:13][CH:14]=[CH:15][C:16]=3[C:18]3[CH:22]=[CH:21][S:20][CH:19]=3)[NH:11][N:10]=2)=[CH:7][CH:8]=1 |f:1.2.3|. Procedure: To a stirred solution of compound 39 (35 mg, 00758 mmol) in methanol (10 mL) and water (5 mL) was added potassium carbonate (20 mg, 0.151 mmol) and the RM heated to 60° C. overnight. After completion of the SM, the RM was completely distilled off, diluted with water and extracted with chloroform twice. The organic layer was dried over sodium sulphate and the solvent was completely distilled off to get the crude product, which was passed through 100-200 mesh silica gel eluting the compound at 28-... Starting materials: C(CCC)[Li] (n-Butyllithium), ClC1=CC=C(C(=O)NC2=C(C=C(C=C2)Cl)C)C=C1 (4-chloro-N-(4-chloro-2-methylphenyl)benzamide), Cl (hydrochloric acid), C(CCC)[Li] (n-butyllithium). Solvent: O1CCCC1 (tetrahydrofuran). Conditions: time 8 hour. Product: ClC=1C=C2C=C(NC2=CC1)C1=CC=C(C=C1)Cl (5-Chloro-2-(4-chlorophenyl)-1-H-indole). The yield is 14.2%. RXN SMILES: C([Li])CCC.[Cl:6][C:7]1[CH:23]=[CH:22][C:10]([C:11]([NH:13][C:14]2[CH:19]=[CH:18][C:17]([Cl:20])=[CH:16][C:15]=2[CH3:21])=O)=[CH:9][CH:8]=1.Cl>O1CCCC1>[Cl:20][C:17]1[CH:16]=[C:15]2[C:14](=[CH:19][CH:18]=1)[NH:13][C:11]([C:10]1[CH:22]=[CH:23][C:7]([Cl:6])=[CH:8][CH:9]=1)=[CH:21]2. Procedure: n-Butyllithium (1.6M in hexanes, 127 mL, 203 mmol) was added dropwise to a stirred, cooled (−10° C.) solution of 4-chloro-N-(4-chloro-2-methylphenyl)benzamide (Description 27, 27.1 g, 97 mmol) in tetrahydrofuran (600 mL). The mixture was allowed to warm to room temperature and stirred overnight. The mixture was cooled to 0° C. and further n-butyllithium (1.6M in hexanes, 30 mL, 483 mmol) was added dropwise. The mixture was stirred at room temperature for 2 h., then hydrochloric acid (2.5M, 200 m... Starting materials: solution, Cl (hydrogen chloride), ClC=1C(=NOC1)OC1CN2CCC1CC2 (4-Chloro-3-(3-quinuclidinyloxy)isoxazole). The solvent is O1CCOCC1 (dioxane), C(C)O (ethanol). Reaction conditions: temperature 5 celsius, time 10 minute. The product is Cl.ClC=1C(=NOC1)OC1CN2CCC1CC2 (4-Chloro-3-(3-quinuclidinyloxy)isoxazole hydrochloride). Yield: 181.0%. Reaction SMILES: Cl.[Cl:2][C:3]1[C:4]([O:8][CH:9]2[CH:14]3[CH2:15][CH2:16][N:11]([CH2:12][CH2:13]3)[CH2:10]2)=[N:5][O:6][CH:7]=1>O1CCOCC1.C(O)C>[ClH:2].[Cl:2][C:3]1[C:4]([O:8][CH:9]2[CH:14]3[CH2:13][CH2:12][N:11]([CH2:16][CH2:15]3)[CH2:10]2)=[N:5][O:6][CH:7]=1 |f:4.5|. Procedure details: 3.00 ml (12.0 mmole) of a 4N solution of hydrogen chloride in dioxane were added dropwise to a solution of 2.29 g (10.0 mmole) of 4-chloro-3-(3-quinuclidinyloxy)isoxazole (prepared as described in Example 109) in 20 ml of ethanol, whilst cooling at 5° C.; the mixture was then stirred at the same temperature for 10 minutes. At the end of this time, the solvent was removed by distillation under reduced pressure, and the solid residue was recrystallized from isopropanol, to give 2.40 g (yield 90.4%... Starting materials: IC1=C(CONC(C2=C(C=CC=C2)NCC2=CC=NC=C2)=O)C=CC=C1 (N-(2-Iodo-benzyloxy)-2-[(pyridin-4-ylmethyl)-amino]-benzamide), C(C)(=O)OCCOCC#C (2-(prop-2-ynyloxy)ethyl acetate). The reagents and catalysts are [I-].C(CCC)[N+](CCCC)(CCCC)CCCC (tetrabutylammonium iodide). The product is N1=CC=C(C=C1)CNC1=C(C(=O)NOCC2=C(C=CC=C2)C#CCOCCOC(C)=O)C=CC=C1 (Acetic acid 2-[3-(2-{2-[(pyridin-4-ylmethyl)-amino]-benzoylaminooxymethyl}-phenyl)-prop-2-ynyloxy]-ethyl ester). As a reaction SMILES: I[C:2]1[CH:26]=[CH:25][CH:24]=[CH:23][C:3]=1[CH2:4][O:5][NH:6][C:7](=[O:22])[C:8]1[CH:13]=[CH:12][CH:11]=[CH:10][C:9]=1[NH:14][CH2:15][C:16]1[CH:21]=[CH:20][N:19]=[CH:18][CH:17]=1.[C:27]([O:30][CH2:31][CH2:32][O:33][CH2:34][C:35]#[CH:36])(=[O:29])[CH3:28]>[I-].C([N+](CCCC)(CCCC)CCCC)CCC>[N:19]1[CH:20]=[CH:21][C:16]([CH2:15][NH:14][C:9]2[CH:10]=[CH:11][CH:12]=[CH:13][C:8]=2[C:7]([NH:6][O:5][CH2:4][C:3]2[CH:23]=[CH:24][CH:25]=[CH:26][C:2]=2[C:36]#[C:35][CH2:34][O:33][CH2:32][CH2:31][O:30][C:27](=[O:29])[CH3:28])=[O:22])=[CH:17][CH:18]=1 |f:2.3|. Reported procedure: The same procedure was used as described for the preparation of example 365, but without addition of tetrabutylammonium iodide. Starting materials: N-(2-Iodo-benzyloxy)-2-[(pyridin-4-ylmethyl)-amino]-benzamide (see example 360) and 2-(prop-2-ynyloxy)ethyl acetate (Maybridge).